From a dataset of the Open Reaction Database (ORD), a public repository of structured organic reaction records. describe an organic reaction: reactants, conditions, products, and yield Starting materials: BrBr (bromine), C(C)(C)C1=C(C=CC(=C1)C(C)C)O (2,4-diisopropylphenol). The reagents and catalysts are [Fe] (iron). The solvent is C(C)(=O)O (acetic acid). Reaction conditions: temperature 100 celsius. Product: C(C)(C)C1=C(C(=CC(=C1)C(C)C)Br)O (2,4-Diisopropyl-6-bromophenol). Yield: 85.3%. Reaction SMILES: [Br:1]Br.[CH:3]([C:6]1[CH:11]=[C:10]([CH:12]([CH3:14])[CH3:13])[CH:9]=[CH:8][C:7]=1[OH:15])([CH3:5])[CH3:4]>C(O)(=O)C.[Fe]>[CH:3]([C:6]1[CH:11]=[C:10]([CH:12]([CH3:14])[CH3:13])[CH:9]=[C:8]([Br:1])[C:7]=1[OH:15])([CH3:5])[CH3:4]. Reported procedure: 1 g of iron powder and then, dropwise, 101 g (32.2 ml, 0.63 mol) of bromine are added in the course of 90 minutes to a solution of 102.3 g (0.57 mol) of 2,4-diisopropylphenol in 900 ml of glacial acetic acid at 95° C. The mixture is stirred for a further hour at 100° C. and cooled, the reaction mixture is partitioned between toluene and water and the toluene phase is washed with NaHCO3 solution. It is dried, filtered and concentrated, and the residue is distilled in a high vacuum. 125 g of the t... The reactants are C(C)N(CCC\C=C/C1=C(C=CC=C1)S(=O)(=O)NC1=C(C=2CCCCC2C=C1)C(=O)OC)CC (methyl 2-[({2-[(1Z)-5-(diethylamino)-1-pentenyl]phenyl}sulfonyl)amino]-5,6,7,8-tetrahydro-1-naphthalenecarboxylate), Example 596A. The reagents and catalysts are [Pd] (Pd/C). Solvent: CO (methanol). Product: C(C)N(CCCCCC1=C(C=CC=C1)S(=O)(=O)NC1=C(C=2CCCCC2C=C1)C(=O)OC)CC (methyl 2-[({2-[5-(diethylamino)pentyl]phenyl}sulfonyl)amino]-5,6,7,8-tetrahydro-1-naphthalenecarboxylate). Yield: 81.0%. RXN SMILES: [CH2:1]([N:3]([CH2:33][CH3:34])[CH2:4][CH2:5][CH2:6]/[CH:7]=[CH:8]\[C:9]1[CH:14]=[CH:13][CH:12]=[CH:11][C:10]=1[S:15]([NH:18][C:19]1[CH:28]=[CH:27][C:26]2[CH2:25][CH2:24][CH2:23][CH2:22][C:21]=2[C:20]=1[C:29]([O:31][CH3:32])=[O:30])(=[O:17])=[O:16])[CH3:2]>CO.[Pd]>[CH2:33]([N:3]([CH2:1][CH3:2])[CH2:4][CH2:5][CH2:6][CH2:7][CH2:8][C:9]1[CH:14]=[CH:13][CH:12]=[CH:11][C:10]=1[S:15]([NH:18][C:19]1[CH:28]=[CH:27][C:26]2[CH2:25][CH2:24][CH2:23][CH2:22][C:21]=2[C:20]=1[C:29]([O:31][CH3:32])=[O:30])(=[O:16])=[O:17])[CH3:34]. Procedure details: A 1:1.2 mixture of Example 595C and Example 596A (408 mg, 0.84 mmol) was hydrogenated over 120 mg of 10% Pd/C in 16 mL of methanol for 1 hour. The reaction mixture was filtered through diatomaceous earth (Celite®), and concentrated to provide 332 mg (81%) of the title compound. 1H NMR (400 MHz, CDCl3) δ 1.16 (t, J=7.14 Hz, 6H) 1.42 (m, 2H) 1.67 (m, 8H) 2.62 (m, 2H) 2.72 (m, 8H) 2.88 (m, 2H) 3.75 (s, 3H) 7.03 (d, J=8.51 Hz, 1H) 7.18 (d, J=8.37 Hz, 1H) 7.22 (m, 1H) 7.29 (dd, J=7.75, 1.17 Hz, 1H) 7... The reactants are CC(C)(C)OC(=O)n1nc(N)c2cc(NC(=O)NCc3cc(F)ccc3F)ccc21, CN(C)c1ccncc1, O=C(Cl)c1cccc(Cl)c1, C1COCCO1, c1ccncc1. Product: CC(C)(C)OC(=O)n1nc(NC(=O)c2cccc(Cl)c2)c2cc(NC(=O)NCc3cc(F)ccc3F)ccc21. RXN SMILES: [C:11]([CH3:12])([CH3:13])([CH3:14])[O:15][C:16](=[O:17])[n:18]1[n:19][c:20]([NH2:40])[c:21]2[cH:22][c:23]([NH:27][C:28](=[O:29])[NH:30][CH2:31][c:32]3[c:33]([F:39])[cH:34][cH:35][c:36]([F:38])[cH:37]3)[cH:24][cH:25][c:26]12.[CH3:47][N:48]([CH3:49])[c:50]1[cH:51][cH:52][n:53][cH:54][cH:55]1.[Cl:1][c:2]1[cH:3][c:4]([C:5](=[O:6])[Cl:7])[cH:8][cH:9][cH:10]1.[O:56]1[CH2:57][CH2:58][O:59][CH2:60][CH2:61]1.[cH:41]1[cH:42][cH:43][n:44][cH:45][cH:46]1>>[Cl:1][c:2]1[cH:3][c:4]([C:5](=[O:6])[NH:40][c:20]2[n:19][n:18]([C:16]([O:15][C:11]([CH3:12])([CH3:13])[CH3:14])=[O:17])[c:26]3[c:21]2[cH:22][c:23]([NH:27][C:28](=[O:29])[NH:30][CH2:31][c:32]2[c:33]([F:39])[cH:34][cH:35][c:36]([F:38])[cH:37]2)[cH:24][cH:25]3)[cH:8][cH:9][cH:10]1. Starting materials: NC1=C(C2=C(CN(CC2)C(C)=O)S1)C(=O)OCC (2-amino-3-carboethoxy-6-acetyl-4,5,6,7-tetrahydrothieno[2,3-c]pyridine), ClC(=O)OCC (ethyl chloroformate), C([O-])([O-])=O.[K+].[K+] (potassium carbonate). Run in C1(=CC=CC=C1)C (toluene), ice water. Product: C(=O)(OCC)NC1=C(C2=C(CN(CC2)C(C)=O)S1)C(=O)OCC (2-Carboethoxyamino-3-carboethoxy-6-acetyl-4,5,6,7-tetrahydrothieno[2,3-c]pyridine). The yield is 91.6%. Reaction SMILES: [NH2:1][C:2]1[S:13][C:5]2[CH2:6][N:7]([C:10](=[O:12])[CH3:11])[CH2:8][CH2:9][C:4]=2[C:3]=1[C:14]([O:16][CH2:17][CH3:18])=[O:15].Cl[C:20]([O:22][CH2:23][CH3:24])=[O:21].C(=O)([O-])[O-].[K+].[K+]>C1(C)C=CC=CC=1>[C:20]([NH:1][C:2]1[S:13][C:5]2[CH2:6][N:7]([C:10](=[O:12])[CH3:11])[CH2:8][CH2:9][C:4]=2[C:3]=1[C:14]([O:16][CH2:17][CH3:18])=[O:15])([O:22][CH2:23][CH3:24])=[O:21] |f:2.3.4|. Procedure details: 5.0 g (18.6 mmol) of 2-amino-3-carboethoxy-6-acetyl-4,5,6,7-tetrahydrothieno[2,3-c]pyridine in 50 ml of toluene were mixed with 3.0 g (28 mmol) of ethyl chloroformate and 2.6 g (18.6 mmol) of finely powdered potassium carbonate and refluxed for 2 h. The reaction mixture was then taken up in ice/water, the toluene phase was separated off, and the aqueous phase was back-extracted with toluene. The combined organic phases were dried and then concentrated. 5.8 g (92%) of product were isolated as an ... The reactants are O=C1C=2C=CN(C2CCC1)C(=O)OC(C)(C)C (tert-butyl 4,5,6,7-tetrahydro-4-oxoindole-1-carboxylate), O.C1(=CC=C(C=C1)S(=O)(=O)O)C (p-toluenesulfonic acid monohydrate). Solvent: C(C)(=O)OC(=C)C (isopropenyl acetate). Yields the product O=C1C=2C=CN(C2CCC1)C(=O)O.O=C1C=2C=CN(C2CCC1)C(=O)OC(C)(C)C (Tert-butyl 4,5,6,7-tetrahydro-4-oxoindole-1-carboxylate 4,5,6,7-tetrahydro-4-oxoindole-1-carboxylate), product. Isolated yield 26.0%. As a reaction SMILES: [O:1]=[C:2]1[CH2:10][CH2:9][CH2:8][C:7]2[N:6]([C:11]([O:13][C:14]([CH3:17])([CH3:16])[CH3:15])=[O:12])[CH:5]=[CH:4][C:3]1=2.O.C1(C)C=CC(S(O)(=O)=O)=CC=1>C(OC(C)=C)(=O)C>[O:1]=[C:2]1[CH2:10][CH2:9][CH2:8][C:7]2[N:6]([C:11]([OH:13])=[O:12])[CH:5]=[CH:4][C:3]1=2.[O:1]=[C:2]1[CH2:10][CH2:9][CH2:8][C:7]2[N:6]([C:11]([O:13][C:14]([CH3:17])([CH3:16])[CH3:15])=[O:12])[CH:5]=[CH:4][C:3]1=2 |f:1.2,4.5|. Reported procedure: Tert-butyl 4,5,6,7-tetrahydro-4-oxoindole-1-carboxylate 4,5,6,7-tetrahydro-4-oxoindole-1-carboxylate (1) was prepared using a modified literature procedure (Maekawa, which is hereby incorporated by reference). To a dry 250 mL round bottom flask charged with a magnetic stir bar was added tert-butyl 4,5,6,7-tetrahydro-4-oxoindole-1-carboxylate (4.619 g, 19.6 mmole), 150 mL isopropenyl acetate and p-toluenesulfonic acid monohydrate (67 mg, 0.35 mmole). The solution was refluxed for 5 hours while th... The reactants are COC(=O)CNC(=O)C1=C(O)c2cc(Cl)ccc2C(C)(C)C1=O, [Na+], [OH-], O. The product is CC1(C)C(=O)C(C(=O)NCC(=O)O)=C(O)c2cc(Cl)ccc21. RXN SMILES: [Cl:1][c:2]1[cH:3][c:4]2[c:9]([cH:10][cH:11]1)[C:8]([CH3:12])([CH3:13])[C:7](=[O:14])[C:6]([C:15](=[O:16])[NH:17][CH2:18][C:19](=[O:20])[O:21][CH3:22])=[C:5]2[OH:23].[Na+:25].[OH-:24].[OH2:26]>>[Cl:1][c:2]1[cH:3][c:4]2[c:9]([cH:10][cH:11]1)[C:8]([CH3:12])([CH3:13])[C:7](=[O:14])[C:6]([C:15](=[O:16])[NH:17][CH2:18][C:19](=[O:20])[OH:21])=[C:5]2[OH:23]. Starting materials: 2-substituted phenyl-N-alkylacetamide, CC1=C(OCC2=C(C=CC=C2)C(C(=O)NC)OC)C=C(C=C1)C (2-[2-(2,5-dimethylphenoxymethyl)phenyl]-2-methoxy-N-methylacetamide), CC1=C(OCC2=C(C=CC=C2)C(C(=O)OC)O)C=C(C=C1)C (methyl 2-[2-(2,5-dimethylphenoxymethyl)phenyl]-2-hydroxyacetate), CI (methyl iodide). Product: CC1=C(OCC2=C(C=CC=C2)C(C(=O)OC)OC)C=C(C=C1)C (methyl 2-[2-(2,5-dimethylphenoxymethyl)phenyl]-2-methoxyacetate). RXN SMILES: [CH3:1][C:2]1[CH:22]=[CH:21][C:20]([CH3:23])=[CH:19][C:3]=1[O:4][CH2:5][C:6]1[CH:11]=[CH:10][CH:9]=[CH:8][C:7]=1[CH:12]([O:17][CH3:18])[C:13](NC)=[O:14].CC1C=CC(C)=C[C:26]=1[O:27]CC1C=CC=CC=1C(O)C(OC)=O.CI>>[CH3:1][C:2]1[CH:22]=[CH:21][C:20]([CH3:23])=[CH:19][C:3]=1[O:4][CH2:5][C:6]1[CH:11]=[CH:10][CH:9]=[CH:8][C:7]=1[CH:12]([O:17][CH3:18])[C:13]([O:27][CH3:26])=[O:14]. Reported procedure: WO 95/27693 discloses that a 2-substituted phenyl-N-alkylacetamide compound having an alkoxy group at the 2-position typified by 2-[2-(2,5-dimethylphenoxymethyl)phenyl]-2-methoxy-N-methylacetamide is useful as an agricultural fungicide, and also discloses, as a method for producing the compound; a method in which methyl 2-[2-(2,5-dimethylphenoxymethyl)phenyl]-2-hydroxyacetate is reacted with methyl iodide to obtain methyl 2-[2-(2,5-dimethylphenoxymethyl)phenyl]-2-methoxyacetate, and then the met...